Dataset: the Open Reaction Database (ORD), a public repository of structured organic reaction records. Task: describe an organic reaction: reactants, conditions, products, and yield Product: O=C(NC1C2CC3CC(C2)CC1C3)c1cnn(C2CC2)c1C(F)(F)F. As a reaction SMILES: [CH:16]([N:17]([CH2:18][CH3:19])[CH:20]([CH3:21])[CH3:22])([CH3:23])[CH3:24].[CH:1]1([n:4]2[n:5][cH:6][c:7]([C:13](=[O:14])[OH:15])[c:8]2[C:9]([F:10])([F:11])[F:12])[CH2:2][CH2:3]1.[Cl:38][CH2:39][Cl:40].[ClH:25].[NH2:26][CH:27]1[CH:28]2[CH2:29][CH:30]3[CH2:31][CH:32]([CH2:33][CH:34]1[CH2:35]3)[CH2:36]2.[O:41]=[CH:42][N:43]([CH3:44])[CH3:45].[OH2:37]>>[CH:1]1([n:4]2[n:5][cH:6][c:7]([C:13](=[O:15])[NH:26][CH:27]3[CH:28]4[CH2:29][CH:30]5[CH2:31][CH:32]([CH2:33][CH:34]3[CH2:35]5)[CH2:36]4)[c:8]2[C:9]([F:10])([F:11])[F:12])[CH2:2][CH2:3]1. Starting materials: CCN(C(C)C)C(C)C, O=C(O)c1cnn(C2CC2)c1C(F)(F)F, ClCCl, Cl, NC1C2CC3CC(C2)CC1C3, CN(C)C=O, O.